From a dataset of the Open Reaction Database (ORD), a public repository of structured organic reaction records. describe an organic reaction: reactants, conditions, products, and yield The reactants are C(C(C)C)=O (isobutyraldehyde), BrC=1C=NC(=NC1)NN (5-bromo-2-hydrazinopyrimidine), C(C)(=O)O.C(C)(=O)O.IC1=CC=CC=C1 (iodobenzene diacetate). Reagents/catalysts: C(C)(=O)O (acetic acid). The solvent is ClCCl (dichloromethane). Reaction conditions: time 2 hour. The product is BrC=1C=NC=2N(C1)C(=NN2)C(C)C (6-bromo-3-isopropyl-[1,2,4]triazolo[4,3-a]pyrimidine). RXN SMILES: [Br:1][C:2]1[CH:3]=[N:4][C:5]([NH:8][NH2:9])=[N:6][CH:7]=1.[CH:10](=O)[CH:11]([CH3:13])[CH3:12].C(O)(=O)C.C(O)(=O)C.IC1C=CC=CC=1>ClCCl.C(O)(=O)C>[Br:1][C:2]1[CH:3]=[N:4][C:5]2[N:6]([C:10]([CH:11]([CH3:13])[CH3:12])=[N:9][N:8]=2)[CH:7]=1 |f:2.3.4|. Reported procedure: To a round bottom flask was added 5-bromo-2-hydrazinopyrimidine (2.65 mmole) in dichloromethane (40 mL). To this solution was added isobutyraldehyde (2.65 mmole) followed by 2 drops of acetic acid. The reaction mixture was stirred at room temperature for 2 hours after which was added iodobenzene diacetate (2.77 mmole). The resulting reaction mixture was stirred at RT for another 2 hours. The mixture was evaporated in vacuo and purified by preparative TLC eluting with 5% methanol and dichlorometh... The reactants are CC(C)C1=CC(=C(C(=C1)C(C)C)C2=C(C=CC=C2)P(C3CCCCC3)C4CCCCC4)C(C)C (XPhos), C(CCC)[Sn](C=1C=NC=NC1)(CCCC)CCCC (5-(tributylstannyl)pyrimidine), BrC1=CC=2C(C3=CC(=CC=C3OC2C=C1)OC)=O (2-bromo-7-methoxy-9H-xanthen-9-one). Reagents/catalysts: C=1C=CC(=CC1)/C=C/C(=O)/C=C/C2=CC=CC=C2.C=1C=CC(=CC1)/C=C/C(=O)/C=C/C2=CC=CC=C2.C=1C=CC(=CC1)/C=C/C(=O)/C=C/C2=CC=CC=C2.[Pd].[Pd] (Pd2(dba)3). Run in O1CCOCC1 (dioxane). Conditions: temperature 100 celsius. Yields the product COC1=CC=2C(C3=CC(=CC=C3OC2C=C1)C=1C=NC=NC1)=O (2-methoxy-7-(pyrimidin-5-yl)-9H-xanthen-9-one). Yield: 60.2%. Reaction SMILES: CC(C1C=C(C(C)C)C(C2C=CC=CC=2P(C2CCCCC2)C2CCCCC2)=C(C(C)C)C=1)C.C([Sn](CCCC)(CCCC)[C:40]1[CH:41]=[N:42][CH:43]=[N:44][CH:45]=1)CCC.Br[C:55]1[CH:68]=[CH:67][C:66]2[O:65][C:64]3[C:59](=[CH:60][C:61]([O:69][CH3:70])=[CH:62][CH:63]=3)[C:58](=[O:71])[C:57]=2[CH:56]=1>C1C=CC(/C=C/C(/C=C/C2C=CC=CC=2)=O)=CC=1.C1C=CC(/C=C/C(/C=C/C2C=CC=CC=2)=O)=CC=1.C1C=CC(/C=C/C(/C=C/C2C=CC=CC=2)=O)=CC=1.[Pd].[Pd].O1CCOCC1>[CH3:70][O:69][C:61]1[CH:62]=[CH:63][C:64]2[O:65][C:66]3[C:57](=[CH:56][C:55]([C:40]4[CH:45]=[N:44][CH:43]=[N:42][CH:41]=4)=[CH:68][CH:67]=3)[C:58](=[O:71])[C:59]=2[CH:60]=1 |f:3.4.5.6.7|. Procedure: A vial charged with Pd2(dba)3 (0.150 g, 0.164 mmol), XPhos (0.391 g, 0.819 mmol), 5-(tributylstannyl)pyrimidine (1.81 g, 4.92 mmol), 2-bromo-7-methoxy-9H-xanthen-9-one (1.000 g, 3.28 mmol) and dioxane (10 mL). The reaction mixture was evacuated and backfilled with nitrogen. The reaction mixture was heated to 100° C. overnight. The reaction mixture was cooled to RT and diluted with water and EtOAc. A grey solid precipitated out, which was filtered off. The solid was washed with EtOAc and water. T... Reactants: C1(=CC=CC=C1)CNC(C)=O (N-phenylmethylacetamide), C(C)(C)[N-]C(C)C.[Li+] (lithium diisopropylamide), O1CCCC1 (tetrahydrofuran), C(#N)C[C@H](CC(=O)OCC)O ((R)-4-cyano-3-hydroxybutyric acid, ethyl ester), O1CCCC1 (tetrahydrofuran), Cl (hydrochloric acid). The solvent is O1CCCC1.CCCCCCC (tetra-hydrofuran heptane). Conditions: time 30 minute. The product is C(#N)C[C@H](CC(CC(=O)N(CC1=CC=CC=C1)C(C)(C)C)=O)O ((R)-6-cyano-N-(1,1-dimethylethyl)-5-hydroxy-3-oxo-N-(phenylmethyl)hexanamide). Reaction SMILES: [C:1]1([CH2:7][NH:8][C:9](=[O:11])[CH3:10])[CH:6]=[CH:5][CH:4]=[CH:3][CH:2]=1.C([N-][CH:16]([CH3:18])[CH3:17])(C)C.[Li+].[C:20]([CH2:22][C@@H:23]([OH:30])[CH2:24][C:25](OCC)=[O:26])#[N:21].Cl.O1CCC[CH2:33]1>O1CCCC1.CCCCCCC>[C:20]([CH2:22][C@@H:23]([OH:30])[CH2:24][C:25](=[O:26])[CH2:10][C:9]([N:8]([C:16]([CH3:17])([CH3:18])[CH3:33])[CH2:7][C:1]1[CH:6]=[CH:5][CH:4]=[CH:3][CH:2]=1)=[O:11])#[N:21] |f:1.2,6.7|. Procedure: To a stirred -10° C. solution of N-1,1-dimethylethyl, N-phenylmethylacetamide (prepared from N-1,1-dimethylethyl, N-phenylmethyl amine, and acetyl chloride by refluxing for 2 hours in toluene) (102.5 g, 0.5 mol) in tetrahydrofuran (0.5 L) is slowly added a solution of lithium diisopropylamide in tetra-hydrofuran-heptane (0.25 L of 2M) while maintaining the temperature between -40° C. to -50° C., and the mixture is stirred at -20° C. to -30° C. for 30 minutes. (R)-4-cyano-3-hydroxybutyric acid, e...